From a dataset of the Open Reaction Database (ORD), a public repository of structured organic reaction records. describe an organic reaction: reactants, conditions, products, and yield The reactants are CN1C(=O)NC(=O)C1 (1-methylhydantoin), COC1=CC=C(CCl)C=C1 (4-methoxybenzyl chloride), C([O-])([O-])=O.[Cs+].[Cs+] (cesium carbonate). Run in CN(C)C=O (DMF). Reaction conditions: time 3 day. Yields the product COC1=CC=C(CN2C(N(CC2=O)C)=O)C=C1 (3-(4-Methoxybenzyl)-1-methylimidazolidine-2,4-dione). RXN SMILES: [CH3:1][N:2]1[CH2:8][C:6](=[O:7])[NH:5][C:3]1=[O:4].[CH3:9][O:10][C:11]1[CH:18]=[CH:17][C:14]([CH2:15]Cl)=[CH:13][CH:12]=1.C(=O)([O-])[O-].[Cs+].[Cs+]>CN(C=O)C>[CH3:9][O:10][C:11]1[CH:18]=[CH:17][C:14]([CH2:15][N:5]2[C:6](=[O:7])[CH2:8][N:2]([CH3:1])[C:3]2=[O:4])=[CH:13][CH:12]=1 |f:2.3.4|. Procedure: To a stirring solution of 1-methylhydantoin (40.0 g, 351 mmol) in DMF (700 mL) at ambient temperature was added 4-methoxybenzyl chloride (49.4 g, 316 mmol) and cesium carbonate (171 g, 526 mmol). The resulting mixture was stirred for 3 days, then partitioned between H2O (2 L) and EtOAc (800 mL). The aqueous layer was extracted further with EtOAc (500 mL) and the combined organic extracts were washed with H2O (2×300 mL), dried over sodium sulfate, filtered, and concentrated in vacuo. The resultin... Reactants: CN(C)C=O, COc1nc(C(F)(F)F)cc(=O)n1-c1cc(O)c(Cl)cc1F, CC(C)=NOCCOS(=O)(=O)C(F)(F)F, [H-], [Na+]. The product is COc1nc(C(F)(F)F)cc(=O)n1-c1cc(OCCON=C(C)C)c(Cl)cc1F. RXN SMILES: [CH3:40][N:41]([CH3:42])[CH:43]=[O:44].[Cl:1][c:2]1[cH:3][c:4]([F:22])[c:5](-[n:9]2[c:10]([O:20][CH3:21])[n:11][c:12]([C:16]([F:17])([F:18])[F:19])[cH:13][c:14]2=[O:15])[cH:6][c:7]1[OH:8].[F:25][C:26]([F:27])([F:28])[S:29]([O:30][CH2:31][CH2:32][O:33][N:34]=[C:35]([CH3:36])[CH3:37])(=[O:38])=[O:39].[H-:23].[Na+:24]>>[Cl:1][c:2]1[cH:3][c:4]([F:22])[c:5](-[n:9]2[c:10]([O:20][CH3:21])[n:11][c:12]([C:16]([F:17])([F:18])[F:19])[cH:13][c:14]2=[O:15])[cH:6][c:7]1[O:8][CH2:31][CH2:32][O:33][N:34]=[C:35]([CH3:36])[CH3:37]. The reactants are C(CC)N=C=S (propyl isothiocyanate), C(CC)O (n-propanol). Product: C(CC)NC(OCCC)=S (O-Propyl propylcarbamothioate). RXN SMILES: [CH2:1]([N:4]=[C:5]=[S:6])[CH2:2][CH3:3].[CH2:7]([OH:10])[CH2:8][CH3:9]>>[CH2:1]([NH:4][C:5](=[S:6])[O:10][CH2:7][CH2:8][CH3:9])[CH2:2][CH3:3]. Procedure: To 10 g (0.099 g) of propyl isothiocyanate was added 50 mL of n-propanol. The reaction mixture was heated to reflux for 3 h and cooled to room temperature. An aliquot was removed and concentrated under reduced pressure to give the title compound, 1H NMR (300 MHz, CDCl3): δ0.94-1.02 (m,6H); 1.49-1.83 (m,4H); 3.22 (q), 3.51 (q,2H total); 4.37 (t), 4.45 (t,2H total), 6.25 (br s), 6.78 (br s,1H total). The remaining reaction mixture was concentrated under reduced pressure as above to provide 13.5 g ...